The task is: describe an organic reaction: reactants, conditions, products, and yield. This data is from the Open Reaction Database (ORD), a public repository of structured organic reaction records. The reactants are C(C=C)C(C(=O)O)C1=CC(=CC(=C1)C(F)(F)F)C(F)(F)F ((RS)-α-(2-propenyl)-3,5-bis(trifluoromethyl)benzeneacetic acid), Cl.O=C1CCC(CC1)(C1=CC=CC=C1)N (4-oxo-1-phenylcyclohexylamine hydrochloride). Product: O=C1CCC(CC1)(C1=CC=CC=C1)NC(C(C1=CC(=CC(=C1)C(F)(F)F)C(F)(F)F)CC=C)=O ((RS)-N-(4-Oxo-1-phenylcyclohexyl)-α-(2-propenyl)-3,5-bis(trifluoromethyl)-benzeneacetamide). As a reaction SMILES: [CH2:1]([CH:4]([C:8]1[CH:13]=[C:12]([C:14]([F:17])([F:16])[F:15])[CH:11]=[C:10]([C:18]([F:21])([F:20])[F:19])[CH:9]=1)[C:5](O)=[O:6])[CH:2]=[CH2:3].Cl.[O:23]=[C:24]1[CH2:29][CH2:28][C:27]([NH2:36])([C:30]2[CH:35]=[CH:34][CH:33]=[CH:32][CH:31]=2)[CH2:26][CH2:25]1>>[O:23]=[C:24]1[CH2:25][CH2:26][C:27]([NH:36][C:5](=[O:6])[CH:4]([CH2:1][CH:2]=[CH2:3])[C:8]2[CH:13]=[C:12]([C:14]([F:15])([F:17])[F:16])[CH:11]=[C:10]([C:18]([F:21])([F:20])[F:19])[CH:9]=2)([C:30]2[CH:35]=[CH:34][CH:33]=[CH:32][CH:31]=2)[CH2:28][CH2:29]1 |f:1.2|. Procedure details: Prepared from (RS)-α-(2-propenyl)-3,5-bis(trifluoromethyl)benzeneacetic acid (Description 9) and 4-oxo-1-phenylcyclohexylamine hydrochloride (Description 3) according to the method of Description 11. 1H NMR (400 MHz, CDCl3) δ 7.80 (1H, s), 7.73 (2H, s), 7.35-7.2 (5H, m), 5.80 (1H, br s), 5.75-5.63 (1H, m), 5.13-5.05 (2H, m), 3.56 (1H, dd, J 7, 6 Hz), 2.90-2.80 (21H, m), 2.65-2.55 (1H, m), and 2.52-2.30 (7H, m).